This data is from the Open Reaction Database (ORD), a public repository of structured organic reaction records. The task is: describe an organic reaction: reactants, conditions, products, and yield Reactants: Oc1ccc(C2=CCCCCC2)cc1, CCCCCCC(Br)C(=O)OCC. The product is CCCCCCC(Oc1ccc(C2=CCCCCC2)cc1)C(=O)OCC. As a reaction SMILES: [C:1]1([c:8]2[cH:9][cH:10][c:11]([OH:14])[cH:12][cH:13]2)=[CH:2][CH2:3][CH2:4][CH2:5][CH2:6][CH2:7]1.[CH2:15]([CH3:16])[O:17][C:18]([CH:19]([CH2:20][CH2:21][CH2:22][CH2:23][CH2:24][CH3:25])[Br:26])=[O:27]>>[C:1]1([c:8]2[cH:9][cH:10][c:11]([O:14][CH:19]([C:18]([O:17][CH2:15][CH3:16])=[O:27])[CH2:20][CH2:21][CH2:22][CH2:23][CH2:24][CH3:25])[cH:12][cH:13]2)=[CH:2][CH2:3][CH2:4][CH2:5][CH2:6][CH2:7]1. The reactants are C(C)(C)(C)OC(=O)N1C(OCC1COC1=NOC2=C1C=C(C=C2)Cl)(C)C (3-[(3-tert-butoxycarbonyl-2,2-dimethyloxazolidin-4-yl)methoxy]-5-chloro-1,2-benzoisoxazole), CC(C)O (2-propanol), Cl (hydrogen chloride). Run in C(Cl)(Cl)Cl (chloroform), CO (methanol). Product: Cl.NC(COC1=NOC2=C1C=C(C=C2)Cl)CO (3-(2-amino-3-hydroxypropoxy)-5-chloro-1,2-benzoisoxazole hydrochloride). Isolated yield 159.7%. Reaction SMILES: C(OC([N:8]1[CH:12]([CH2:13][O:14][C:15]2[C:19]3[CH:20]=[C:21]([Cl:24])[CH:22]=[CH:23][C:18]=3[O:17][N:16]=2)[CH2:11][O:10]C1(C)C)=O)(C)(C)C.CC(O)C.Cl>C(Cl)(Cl)Cl.CO>[ClH:24].[NH2:8][CH:12]([CH2:11][OH:10])[CH2:13][O:14][C:15]1[C:19]2[CH:20]=[C:21]([Cl:24])[CH:22]=[CH:23][C:18]=2[O:17][N:16]=1 |f:5.6|. Procedure details: To a solution of 7.68 g of 3-[(3-tert-butoxycarbonyl-2,2-dimethyloxazolidin-4-yl)methoxy]-5-chloro-1,2-benzoisoxazole in 77 ml of chloroform and 77 ml of methanol is added 16 ml of a 2-propanol solution (7.5N) of hydrogen chloride at 20°-25° C., and they are subjected to reaction at the same temperature overnight. The crystals precipitated are collected by filtration, to obtain 4.47 g of 3-(2-amino-3-hydroxypropoxy)-5-chloro-1,2-benzoisoxazole hydrochloride. Starting materials: C1(=CC=CC=C1)N=C=O (phenyl isocyanate), CCCCCC (hexane), [Li]CCCC (BuLi), BrC1=NC(=CC(=C1)N(CC1=CC=CC=C1)C)OC1=CC(=CC=C1)C(F)(F)F (2-bromo-4-{methyl(phenylmethyl) amino}-6-{3-(trifluoromethyl)phenoxy} pyridine). Solvent: C(C)OCC (diethyl ether), C(C)OCC (diethyl ether). Conditions: time 10 minute. Product: C1(=CC=CC=C1)NC(=O)C1=NC(=CC(=C1)N(CC1=CC=CC=C1)C)OC1=CC(=CC=C1)C(F)(F)F (N-phenyl-4-(methyl(phenylmethyl)amino}-6-{3-(trifluoromethyl)phenoxy}-2-pyridine carboxamide). RXN SMILES: Br[C:2]1[CH:7]=[C:6]([N:8]([CH3:16])[CH2:9][C:10]2[CH:15]=[CH:14][CH:13]=[CH:12][CH:11]=2)[CH:5]=[C:4]([O:17][C:18]2[CH:23]=[CH:22][CH:21]=[C:20]([C:24]([F:27])([F:26])[F:25])[CH:19]=2)[N:3]=1.CCCCCC.[Li]CCCC.[C:39]1([N:45]=[C:46]=[O:47])[CH:44]=[CH:43][CH:42]=[CH:41][CH:40]=1>C(OCC)C>[C:39]1([NH:45][C:46]([C:2]2[CH:7]=[C:6]([N:8]([CH3:16])[CH2:9][C:10]3[CH:15]=[CH:14][CH:13]=[CH:12][CH:11]=3)[CH:5]=[C:4]([O:17][C:18]3[CH:23]=[CH:22][CH:21]=[C:20]([C:24]([F:27])([F:26])[F:25])[CH:19]=3)[N:3]=2)=[O:47])[CH:44]=[CH:43][CH:42]=[CH:41][CH:40]=1. Reported procedure: 1.00 g (0.0023 mol) of 2-bromo-4-{methyl(phenylmethyl) amino}-6-{3-(trifluoromethyl)phenoxy} pyridine was dissolved in about 20 ml of diethyl ether. While cooling the solution in a dry ice-acetone bath in an argon atmosphere, 2.2 ml of a 1.6M-hexane solution of BuLi (0.0023×1.5 mol) was added to the solution, followed by stirring the obtained mixture for about 10 minutes. After 0.62 g (0.0023×2.3 mol) of phenyl isocyanate dissolved in about 5 ml of diethyl ether was added to the reaction solutio... The yield is 82.6%. RXN SMILES: [C:1]12([CH2:11][C:12](O)=[O:13])[CH2:10][CH:5]3[CH2:6][CH:7]([CH2:9][CH:3]([CH2:4]3)[CH2:2]1)[CH2:8]2.[CH3:15][O:16][C:17]1[CH:18]=[C:19]([CH:21]=[C:22]([O:24][CH3:25])[CH:23]=1)[NH2:20]>>[CH3:25][O:24][C:22]1[CH:21]=[C:19]([NH:20][C:12](=[O:13])[CH2:11][C:1]23[CH2:8][CH:7]4[CH2:9][CH:3]([CH2:4][CH:5]([CH2:6]4)[CH2:10]2)[CH2:2]3)[CH:18]=[C:17]([O:16][CH3:15])[CH:23]=1. The reactants are C12(CC3CC(CC(C1)C3)C2)CC(=O)O (1-adamantaneacetic acid), COC=1C=C(N)C=C(C1)OC (3,5-dimethoxyaniline). Procedure: Prepared according to the method of Example 39 from 1-adamantaneacetic acid (3.0 g) and 3,5-dimethoxyaniline (3.0 g) to give the title compound as a white solid (4.2 g). The product is COC=1C=C(C=C(C1)OC)NC(CC12CC3CC(CC(C1)C3)C2)=O (N-(3,5-Dimethoxyphenyl)-tricyclo[3.3.1.13,7]decane-1-acetamide). The reactants are OC1C(CC(O1)=O)CCC (5-hydroxy-4-propyldihydrofuran-2(3H)-one), CCN(C(C)C)C(C)C (DIEA), Cl.O1N=CC(=C1)CN (1-isoxazol-4-ylmethanamine hydrochloride), NaHB(OAc)3. The reagents and catalysts are CC(=O)O (AcOH). Run in ClCCCl (DCE), ClCCCl (DCE). Run at time 72 hour. Product: O1N=CC(=C1)CN1C(CC(C1)CCC)=O (1-(isoxazol-4-ylmethyl)-4-propylpyrrolidin-2-one). Isolated yield 32.3%. Reaction SMILES: O[CH:2]1O[C:5](=[O:7])[CH2:4][CH:3]1[CH2:8][CH2:9][CH3:10].CCN(C(C)C)C(C)C.Cl.[O:21]1[CH:25]=[C:24]([CH2:26][NH2:27])[CH:23]=[N:22]1>ClCCCl.CC(O)=O>[O:21]1[CH:25]=[C:24]([CH2:26][N:27]2[CH2:2][CH:3]([CH2:8][CH2:9][CH3:10])[CH2:4][C:5]2=[O:7])[CH:23]=[N:22]1 |f:2.3|. Procedure: A solution of 5-hydroxy-4-propyldihydrofuran-2(3H)-one x252 (0.44 g, 3.0 mmol) in dry DCE (8 ml), DIEA (0.364 g, 2.8 mmol), and several drops AcOH is added to a suspension of 1-isoxazol-4-ylmethanamine hydrochloride x251 (0.46 g, 3.0 mmol) in dry DCE, and NaHB(OAc)3 (0.976 g, 2.3 mmol) is added in 50 min. The reaction mixture is stirred at room temperature for 72 h and washed with 20% K2CO3 (2×25 ml). The aqueous layer is subjected to extraction with dichloromethane (3×30 ml). The combined organ... Reactants: C1(=CC=CC=C1)C(CN1C[C@H](CCC1)C=O)C1=CC=CC=C1 (1-(2,2-Diphenylethyl)-3(S)-piperidine carboxaldehyde), Cl.Cl.C(#N)C1=CC=C(CN2C=NC=C2CCN)C=C1 (3-(4-cyanobenzyl) histamine dihydrochloride), [BH3-]C#N.[Na+] (NaCNBH3). Solvent: CO (MeOH). Run at time 8 hour. Product: C1(=CC=CC=C1)C(CN1C[C@@H](CCC1)CNCCC1=CN=CN1C(C1=CC=CC=C1)C#N)C1=CC=CC=C1 (1-(2,2-Diphenylethyl)-3(S)-[N-(1-(cyanobenzyl)-1H-imidazol-5-ylethyl)aminomethyl]-piperidine). RXN SMILES: [C:1]1([CH:7]([C:17]2[CH:22]=[CH:21][CH:20]=[CH:19][CH:18]=2)[CH2:8][N:9]2[CH2:14][CH2:13][CH2:12][C@H:11]([CH:15]=O)[CH2:10]2)[CH:6]=[CH:5][CH:4]=[CH:3][CH:2]=1.Cl.Cl.C([C:27]1[CH:41]=[CH:40][C:30]([CH2:31][N:32]2[C:36]([CH2:37][CH2:38][NH2:39])=[CH:35][N:34]=[CH:33]2)=[CH:29][CH:28]=1)#N.[BH3-][C:43]#[N:44].[Na+]>CO>[C:1]1([CH:7]([C:17]2[CH:22]=[CH:21][CH:20]=[CH:19][CH:18]=2)[CH2:8][N:9]2[CH2:14][CH2:13][CH2:12][C@@H:11]([CH2:15][NH:39][CH2:38][CH2:37][C:36]3[N:32]([CH:31]([C:43]#[N:44])[C:30]4[CH:29]=[CH:28][CH:27]=[CH:41][CH:40]=4)[CH:33]=[N:34][CH:35]=3)[CH2:10]2)[CH:6]=[CH:5][CH:4]=[CH:3][CH:2]=1 |f:1.2.3,4.5|. Reported procedure: 1-(2,2-Diphenylethyl)-3(S)-piperidine carboxaldehyde (0.575 g, 1.96 mmol),3-(4-cyanobenzyl) histamine dihydrochloride (0.388 g, 1.30 mmol), and NaCNBH3 (0.123 g, 1.96 mmol) were dissolved in MeOH (15 mL) and stirred at ambient temperature overnight. The solution was concentrated and the residue taken up in EtOAc, washed with sat. NaHCO3 solution, H2O, and brine. The organics were dried, concentrated, and chromatographed (0-4% MeOH/CH2Cl2 /NH4OH) to give the title compound which was isolated as a... Yields the product CC(C)(C)OC(=O)n1nc(CC2C(=O)N(CC(=O)O)c3ccccc3N(c3ccccc3)C2=O)c2ccccc21. The reactants are CC(C)(C)OC(=O)n1nc(CC2C(=O)N(CC(=O)OCc3ccccc3)c3ccccc3N(c3ccccc3)C2=O)c2ccccc21, CCOC(C)=O. Reaction SMILES: [CH2:1]([c:2]1[cH:3][cH:4][cH:5][cH:6][cH:7]1)[O:8][C:9]([CH2:10][N:11]1[C:12](=[O:46])[CH:13]([CH2:29][c:30]2[n:31][n:32]([C:39](=[O:40])[O:41][C:42]([CH3:43])([CH3:44])[CH3:45])[c:33]3[cH:34][cH:35][cH:36][cH:37][c:38]23)[C:14](=[O:28])[N:15]([c:22]2[cH:23][cH:24][cH:25][cH:26][cH:27]2)[c:16]2[c:17]1[cH:18][cH:19][cH:20][cH:21]2)=[O:47].[CH3:48][CH2:49][O:50][C:51](=[O:52])[CH3:53]>>[O:8]=[C:9]([CH2:10][N:11]1[C:12](=[O:46])[CH:13]([CH2:29][c:30]2[n:31][n:32]([C:39](=[O:40])[O:41][C:42]([CH3:43])([CH3:44])[CH3:45])[c:33]3[cH:34][cH:35][cH:36][cH:37][c:38]23)[C:14](=[O:28])[N:15]([c:22]2[cH:23][cH:24][cH:25][cH:26][cH:27]2)[c:16]2[c:17]1[cH:18][cH:19][cH:20][cH:21]2)[OH:47]. Reactants: C(=S)=S (carbon disulfide), C1(CCCCC1)N=C=NC1CCCCC1 (dicyclohexylcarbodimide), ClC1=CC=C(C(C2=CC=CC=C2)N)C=C1 (p-chlorobenzhydrylamine). Conditions: temperature -35 celsius, time 3 hour. Reported procedure: A mixture of 80 ml of carbon disulfide and 39.82 g (0.193 mole) of dicyclohexylcarbodimide in 100 ml of anhydrous ether, under dry N2, is cooled with stirring to -35° C. Then 42.23 g (0.194 mole) of p-chlorobenzhydrylamine in 500 ml of dry ether is added over about 5 min such that the temperature within the reaction vessel does not rise above -20° C. The temperature is allowed to rise slowly over 3 hrs. to ca.25° C and stirring is continued overnight. Dicyclohexylthiourea was removed by filtrati... The product is ClC1=CC=C(C(C2=CC=CC=C2)N=C=S)C=C1 (p-chlorobenzhydryl isothiocyanate). Run in CCOCC (ether), CCOCC (ether). RXN SMILES: [C:1](=[S:3])=S.C1(N=C=NC2CCCCC2)CCCCC1.[Cl:19][C:20]1[CH:33]=[CH:32][C:23]([CH:24]([NH2:31])[C:25]2[CH:30]=[CH:29][CH:28]=[CH:27][CH:26]=2)=[CH:22][CH:21]=1>CCOCC>[Cl:19][C:20]1[CH:21]=[CH:22][C:23]([CH:24]([N:31]=[C:1]=[S:3])[C:25]2[CH:30]=[CH:29][CH:28]=[CH:27][CH:26]=2)=[CH:32][CH:33]=1. Reactants: BrC1=CC=C(C=C1)C1=NN(C2=C1CC=1SC=CC21)COCC[Si](C)(C)C (6-(4-Bromo-phenyl)-4-(2-trimethylsilanyl-ethoxymethyl)-4,7-dihydro-1-thia-4,5-diaza-cyclopenta[a]pentalene), NC=1C=C(C=CC1)O (3-Amino-phenol), C(=O)([O-])[O-].[Cs+].[Cs+] (Cs2CO3), CC1(C2=C(C(=CC=C2)P(C3=CC=CC=C3)C4=CC=CC=C4)OC5=C(C=CC=C51)P(C6=CC=CC=C6)C7=CC=CC=C7)C (Xantphos). Reagents/catalysts: CC(=O)[O-].CC(=O)[O-].[Pd+2] (Pd(OAc)2). The solvent is O1CCOCC1 (dioxane). Run at temperature 100 celsius. Product: C[Si](CCOCN1N=C(C2=C1C=1C=CSC1C2)C2=CC=C(C=C2)NC=2C=C(C=CC2)O)(C)C (3-{4-[4-(2-Trimethylsilanyl-ethoxymethyl)-4,7-dihydro-1-thia-4,5-diaza-cyclopenta[a]pentalen-6-yl]-phenylamino}-phenol). Isolated yield 60.0%. As a reaction SMILES: Br[C:2]1[CH:7]=[CH:6][C:5]([C:8]2[C:12]3[CH2:13][C:14]4[S:15][CH:16]=[CH:17][C:18]=4[C:11]=3[N:10]([CH2:19][O:20][CH2:21][CH2:22][Si:23]([CH3:26])([CH3:25])[CH3:24])[N:9]=2)=[CH:4][CH:3]=1.[NH2:27][C:28]1[CH:29]=[C:30]([OH:34])[CH:31]=[CH:32][CH:33]=1.C([O-])([O-])=O.[Cs+].[Cs+].CC1(C)C2C(=C(P(C3C=CC=CC=3)C3C=CC=CC=3)C=CC=2)OC2C(P(C3C=CC=CC=3)C3C=CC=CC=3)=CC=CC1=2>O1CCOCC1.CC([O-])=O.CC([O-])=O.[Pd+2]>[CH3:24][Si:23]([CH3:26])([CH3:25])[CH2:22][CH2:21][O:20][CH2:19][N:10]1[C:11]2[C:18]3[CH:17]=[CH:16][S:15][C:14]=3[CH2:13][C:12]=2[C:8]([C:5]2[CH:6]=[CH:7][C:2]([NH:27][C:28]3[CH:29]=[C:30]([OH:34])[CH:31]=[CH:32][CH:33]=3)=[CH:3][CH:4]=2)=[N:9]1 |f:2.3.4,7.8.9|. Reported procedure: A mixture of the corresponding intermediate 6-(4-Bromo-phenyl)-4-(2-trimethylsilanyl-ethoxymethyl)-4,7-dihydro-1-thia-4,5-diaza-cyclopenta[a]pentalene (0.45 g, 1.0 mmol), 3-Amino-phenol (0.27 g, 2.5 mmol), Cs2CO3 (2 M, 3.0 mL), Xantphos (58 mg, 0.1 mmol) and Pd(OAc)2 (22 mg, 0.1 mmol) in dioxane (5 mL) was heated at 100° C. for 8 hr. The solution was cooled to room temperature and extracted with ethyl acetate. The target product was purified by gravity column chromatography (33% EtOAc in hexane)...